Dataset: the Open Reaction Database (ORD), a public repository of structured organic reaction records. Task: describe an organic reaction: reactants, conditions, products, and yield The reactants are BrCCCBr (1,3-dibromopropane), CC(C(=O)O)(CC=C)C (2,2-dimethyl-4-pentenoic acid), triamide, [OH-].[Na+] (sodium hydroxide), Cl (hydrochloric acid). Run in O (water). Run at time 1 hour. The product is CC(C(=O)OCCCOC(C(CC=C)(C)C)=O)(CC=C)C (1,3-Bis(2,2-dimethyl-4-pentenoyloxy)-propane). The yield is 68.5%. RXN SMILES: [CH3:1][C:2]([CH3:9])([CH2:6][CH:7]=[CH2:8])[C:3]([OH:5])=[O:4].[OH-:10].[Na+].Br[CH2:13][CH2:14][CH2:15]Br.Cl>O>[CH3:1][C:2]([CH3:9])([CH2:6][CH:7]=[CH2:8])[C:3]([O:5][CH2:13][CH2:14][CH2:15][O:10][C:3](=[O:4])[C:2]([CH3:9])([CH3:1])[CH2:6][CH:7]=[CH2:8])=[O:4] |f:1.2|. Procedure details: To a mixture of 2.6 g (0.02 mole) of 2,2-dimethyl-4-pentenoic acid (XII) and 50 ml of hexamethylphosporic triamide a solution of 1.2 g (0.03 mole) of sodium hydroxide in 3.6 ml of water is added. The reaction mixture is stirred at room temperature for 1 hour and then 1.2 ml (2.4 g, 0.012 mole) of 1,3-dibromopropane are added. The mixture is stirred at room temperature for 4 hours, then poured onto 100 ml of 5% aqueous hydrochloric acid and extracted twice with 50 ml of diethyl ether each. The or... Reactants: CCOC(=O)c1cccc(S(N)(=O)=O)c1I, C[Al](C)C, COC(=O)Nc1nc(C)nc(OC)n1, CCCCCC, ClCCl, Cl. Yields the product CCOC(=O)c1cccc(S(=O)(=O)NC(=O)Nc2nc(C)nc(OC)n2)c1I. Reaction SMILES: [CH2:5]([CH3:6])[O:7][C:8](=[O:9])[c:10]1[c:11]([I:20])[c:12]([S:16](=[O:17])(=[O:18])[NH2:19])[cH:13][cH:14][cH:15]1.[CH3:1][Al:2]([CH3:3])[CH3:4].[CH3:21][c:22]1[n:23][c:24]([NH:30][C:31]([O:32][CH3:34])=[O:33])[n:25][c:26]([O:28][CH3:29])[n:27]1.[CH3:36][CH2:37][CH2:38][CH2:39][CH2:40][CH3:41].[Cl:42][CH2:43][Cl:44].[ClH:35]>>[CH2:5]([CH3:6])[O:7][C:8](=[O:9])[c:10]1[c:11]([I:20])[c:12]([S:16](=[O:17])(=[O:18])[NH:19][C:31]([NH:30][c:24]2[n:23][c:22]([CH3:21])[n:27][c:26]([O:28][CH3:29])[n:25]2)=[O:32])[cH:13][cH:14][cH:15]1. The reactants are C(C)OC(C(CC(=O)O)C(C)C)=O (2-isopropylsuccinic acid 1-ethyl ester), 4-acid chloride, 2-phenyl-4-benzyloxazolone, C(C1=CC=CC=C1)(=O)NC(C(CC(C(=O)O)C(C)C)=O)CC1=CC=CC=C1 (5-benzamido-4-oxo-2-isopropyl-6-phenylhexanoic acid), resultant product, ON1N=NC2=C1C=CC=C2 (1-hydroxybenzotriazole), proline benzyl esters, C(C1=CC=CC=C1)OC([C@H]1NCCC1)=O (L-proline benzyl ester), C(CCCCC)(=O)O (hexanoic acid). Reagents/catalysts: [Pd] (palladium-on-carbon). Yields the product C(C1=CC=CC=C1)(=O)NC1C(C[C@](N1C(CCCCCC1=CC=CC=C1)=O)(C(=O)O)C(C)C)=O (5-benzamido-4-oxo-2-isopropyl-6-phenylhexanoyl-L-proline). Reaction SMILES: C(OC(=O)C(C(C)C)CC(O)=O)C.[C:14]([NH:22][CH:23](CC1C=CC=CC=1)[C:24](=[O:33])[CH2:25][CH:26]([CH:30]([CH3:32])[CH3:31])[C:27]([OH:29])=[O:28])(=[O:21])[C:15]1[CH:20]=[CH:19][CH:18]=[CH:17][CH:16]=1.[C:41]([OH:48])(=O)[CH2:42][CH2:43][CH2:44][CH2:45][CH3:46].C(OC(=O)[C@@H]1CCCN1)[C:50]1[CH:55]=[CH:54][CH:53]=[CH:52][CH:51]=1.O[N:65]1C2C=CC=CC=2N=N1>[Pd]>[C:14]([NH:22][CH:23]1[N:65]([C:41](=[O:48])[CH2:42][CH2:43][CH2:44][CH2:45][CH2:46][C:50]2[CH:55]=[CH:54][CH:53]=[CH:52][CH:51]=2)[C@:26]([CH:30]([CH3:31])[CH3:32])([C:27]([OH:29])=[O:28])[CH2:25][C:24]1=[O:33])(=[O:21])[C:15]1[CH:16]=[CH:17][CH:18]=[CH:19][CH:20]=1. Reported procedure: The 2-isopropylsuccinic acid 1-ethyl ester was converted into the 4-acid chloride as in Step 2, Example XIII and condensed with 2-phenyl-4-benzyloxazolone, and the resultant product subsequently was decarboxylated and hydrolyzed to 5-benzamido-4-oxo-2-isopropyl-6-phenylhexanoic acid as in Steps 3-4, Example XIII. The intermediate hexanoic acid was condensed with L-proline benzyl ester in a manner similar to Step 8, Example I, Procedure A, except that 1-hydroxybenzotriazole was omitted. The resul... Reactants: CCN(C(C)C)C(C)C (DIEA), ClC=1C=CC=C2C=C(C(=NC12)C1=CC=CC=C1)CN ((8-chloro-2-phenylquinolin-3-yl)methanamine), ClC1=NC=NC(=C1OC)Cl (4,6-dichloro-5-methoxypyrimidine). Run in C(CCC)O (n-butanol). Yields the product ClC1=C(C(=NC=N1)NCC=1C(=NC2=C(C=CC=C2C1)Cl)C1=CC=CC=C1)OC (6-chloro-N-((8-chloro-2-phenylquinolin-3-yl)methyl)-5-methoxypyrimidin-4-amine). As a reaction SMILES: [Cl:1][C:2]1[CH:3]=[CH:4][CH:5]=[C:6]2[C:11]=1[N:10]=[C:9]([C:12]1[CH:17]=[CH:16][CH:15]=[CH:14][CH:13]=1)[C:8]([CH2:18][NH2:19])=[CH:7]2.CCN(C(C)C)C(C)C.[Cl:29][C:30]1[C:35]([O:36][CH3:37])=[C:34](Cl)[N:33]=[CH:32][N:31]=1>C(O)CCC>[Cl:29][C:30]1[N:31]=[CH:32][N:33]=[C:34]([NH:19][CH2:18][C:8]2[C:9]([C:12]3[CH:17]=[CH:16][CH:15]=[CH:14][CH:13]=3)=[N:10][C:11]3[C:6]([CH:7]=2)=[CH:5][CH:4]=[CH:3][C:2]=3[Cl:1])[C:35]=1[O:36][CH3:37]. Procedure: A mixture of (8-chloro-2-phenylquinolin-3-yl)methanamine (0.035 g, 0.13 mmol) in n-butanol (3 mL) was treated with DIEA (0.046 mL, 0.26 mmol, 2.0 eq) followed with 4,6-dichloro-5-methoxypyrimidine (0.025 g, 0.14 mmol, 1 eq) at 100° C. for 8 h. The reaction mixture was concentrated and purified by column chromatography on a Redi-Sep™ column using 0 to 100% gradient of CH2Cl2:MeOH:NH4OH (89:9:1) in CH2Cl2 as eluent to provide 6-chloro-N-((8-chloro-2-phenylquinolin-3-yl)methyl)-5-methoxypyrimidin-4... Starting materials: S(=O)(Cl)Cl (thionyl chloride), C([O-])(O)=O.[Na+] (sodium bicarbonate), OC1(CCN(CC1)C(=O)OC(C)(C)C)CO (tert-butyl 4-hydroxy-4-(hydroxymethyl)piperidine-1-carboxylate), CCN(C(C)C)C(C)C (DIPEA). The solvent is C1CCOC1 (THF), C(C)(=O)OCC (ethyl acetate). Reaction conditions: time 1 hour. Yields the product O1S(OCC12CCN(CC2)C(=O)OC(C)(C)C)=O (1,1-dimethylethyl 1,3-dioxa-2-thia-8-azaspiro[4.5]decane-8-carboxylate 2-oxide). Isolated yield 117.1%. As a reaction SMILES: [OH:1][C:2]1([CH2:15][OH:16])[CH2:7][CH2:6][N:5]([C:8]([O:10][C:11]([CH3:14])([CH3:13])[CH3:12])=[O:9])[CH2:4][CH2:3]1.CCN(C(C)C)C(C)C.[S:26](Cl)(Cl)=[O:27].C(=O)(O)[O-].[Na+]>C1COCC1.C(OCC)(=O)C>[O:1]1[C:2]2([CH2:7][CH2:6][N:5]([C:8]([O:10][C:11]([CH3:12])([CH3:13])[CH3:14])=[O:9])[CH2:4][CH2:3]2)[CH2:15][O:16][S:26]1=[O:27] |f:3.4|. Procedure: To a solution of tert-butyl 4-hydroxy-4-(hydroxymethyl)piperidine-1-carboxylate (Bioorganic & Medicinal Chemistry Letters 2008, 18(21), 5804-5808) (400 mg, 1.73 mmol) and DIPEA (1.2 mL, 7.0 mmol) in THF (10 mL) cooled to 0° C. was added thionyl chloride (0.65 mL, 8.6 mmol) in a dropwise manner and the mixture was stirred at this temperature for 1 h. The mixture was then partioned with saturated aqueous sodium bicarbonate and ethyl acetate. The organic phase was extracted with ethyl acetate (3×) ... Starting materials: O=C([O-])[O-], CN(C)C=O, Clc1ncc(-c2ccccc2)c(-c2ccccc2)n1, [Cs+], [Cs+], CC(C)(C)OC(=O)NC(CC1CCC(N)CC1)C(=O)O. The product is CC(C)(C)OC(=O)NC(CC1CCC(Nc2ncc(-c3ccccc3)c(-c3ccccc3)n2)CC1)C(=O)O. As a reaction SMILES: [C:1](=[O:2])([O-:3])[O-:4].[CH3:46][N:47]([CH3:48])[CH:49]=[O:50].[Cl:27][c:28]1[n:29][cH:30][c:31](-[c:40]2[cH:41][cH:42][cH:43][cH:44][cH:45]2)[c:32](-[c:34]2[cH:35][cH:36][cH:37][cH:38][cH:39]2)[n:33]1.[Cs+:5].[Cs+:6].[NH2:7][CH:8]1[CH2:9][CH2:10][CH:11]([CH2:14][CH:15]([C:16](=[O:17])[OH:18])[NH:19][C:20](=[O:21])[O:22][C:23]([CH3:24])([CH3:25])[CH3:26])[CH2:12][CH2:13]1>>[NH:7]([CH:8]1[CH2:9][CH2:10][CH:11]([CH2:14][CH:15]([C:16](=[O:17])[OH:18])[NH:19][C:20](=[O:21])[O:22][C:23]([CH3:24])([CH3:25])[CH3:26])[CH2:12][CH2:13]1)[c:28]1[n:29][cH:30][c:31](-[c:40]2[cH:41][cH:42][cH:43][cH:44][cH:45]2)[c:32](-[c:34]2[cH:35][cH:36][cH:37][cH:38][cH:39]2)[n:33]1. The reactants are CC(C)(C)OC(=O)N1CCC(n2ncc3c(Cl)ncnc32)CC1, O=C([O-])[O-], CN(C)C=O, [K+], [K+], [Na+], [Na+], O=C([O-])[O-], Oc1ccc(-c2ccsc2)cc1. Product: CC(C)(C)OC(=O)N1CCC(n2ncc3c(Oc4ccc(-c5ccsc5)cc4)ncnc32)CC1. As a reaction SMILES: [C:13]([CH3:14])([CH3:15])([CH3:16])[O:17][C:18](=[O:19])[N:20]1[CH2:21][CH2:22][CH:23]([n:26]2[n:27][cH:28][c:29]3[c:30]2[n:31][cH:32][n:33][c:34]3[Cl:35])[CH2:24][CH2:25]1.[C:36](=[O:37])([O-:38])[O-:39].[CH3:48][N:49]([CH3:50])[CH:51]=[O:52].[K+:40].[K+:41].[Na+:42].[Na+:43].[O-:44][C:45](=[O:46])[O-:47].[s:1]1[cH:2][c:3](-[c:6]2[cH:7][cH:8][c:9]([OH:12])[cH:10][cH:11]2)[cH:4][cH:5]1>>[s:1]1[cH:2][c:3](-[c:6]2[cH:7][cH:8][c:9]([O:12][c:34]3[c:29]4[cH:28][n:27][n:26]([CH:23]5[CH2:22][CH2:21][N:20]([C:18]([O:17][C:13]([CH3:14])([CH3:15])[CH3:16])=[O:19])[CH2:25][CH2:24]5)[c:30]4[n:31][cH:32][n:33]3)[cH:10][cH:11]2)[cH:4][cH:5]1. Reactants: C(C)OC1=C(C=CC(=C1)[N+](=O)[O-])N1C(CCCC1)=O (1-(2-Ethoxy-4-nitrophenyl)piperidin-2-one), [H][H] (hydrogen). Reagents/catalysts: [Pd] (palladium on activated carbon). The solvent is C1CCOC1 (THF). The product is NC1=CC(=C(C=C1)N1C(CCCC1)=O)OCC (1-(4-Amino-2-ethoxyphenyl)piperidin-2-one). As a reaction SMILES: [CH2:1]([O:3][C:4]1[CH:9]=[C:8]([N+:10]([O-])=O)[CH:7]=[CH:6][C:5]=1[N:13]1[CH2:18][CH2:17][CH2:16][CH2:15][C:14]1=[O:19])[CH3:2].[H][H]>C1COCC1.[Pd]>[NH2:10][C:8]1[CH:7]=[CH:6][C:5]([N:13]2[CH2:18][CH2:17][CH2:16][CH2:15][C:14]2=[O:19])=[C:4]([O:3][CH2:1][CH3:2])[CH:9]=1. Procedure: 235 mg (0.889 mmol) of the product from example 90A are dissolved in 40 ml of THF and admixed with 50 mg of 10% palladium on activated carbon. Hydrogenation is effected in a hydrogen atmosphere under standard pressure overnight, then the mixture is filtered with suction through kieselguhr, washed three times with THF and concentrated cautiously under reduced pressure. This affords 262 mg of crude product, which is converted further without purification.